Dataset: the Open Reaction Database (ORD), a public repository of structured organic reaction records. Task: describe an organic reaction: reactants, conditions, products, and yield The reactants are FC(C(=O)O)(F)F.FC(C(=O)O)(F)F.FC(C(=O)O)(F)F.ClC=1C=NC=2NC=3C=NC=C(CCC4=C(C=CC(NC1N2)=C4)NC(C[C@@H]4CNCCC4)=O)C3 (N-[6-chloro-2,4,8,18,22-pentaazatetracyclo[14.3.1.1(3,7).1(9,13)]docosa-1(20),3(22),4,6,9(21),10,12,16,18-nonaen-12-yl]-2-[(3R)-piperidin-3-yl]acetamide tris(trifluoroacetate)), C(C1=CC=CC=C1)(=O)Cl (benzoyl chloride). Yields the product FC(C(=O)O)(F)F.FC(C(=O)O)(F)F.C(C1=CC=CC=C1)(=O)N1C[C@H](CCC1)CC(=O)NC=1C=CC=2NC3=C(C=NC(NC=4C=NC=C(CCC1C2)C4)=N3)Cl (2-[(3R)-1-Benzoylpiperidin-3-yl]-N-[6-chloro-2,4,8,18,22-pentaazatetracyclo[14.3.1.1(3,7).1(9,13)]docosa-1(20),3(22),4,6,9(21),10,12,16,18-nonaen-12-yl]acetamide bis(trifluoroacetate)). The yield is 51.0%. Reaction SMILES: [F:1][C:2]([F:7])([F:6])[C:3]([OH:5])=[O:4].[F:8][C:9]([F:14])([F:13])[C:10]([OH:12])=[O:11].FC(F)(F)C(O)=O.[Cl:22][C:23]1[CH:24]=[N:25][C:26]2[NH:27][C:28]3[CH:29]=[N:30][CH:31]=[C:32]([CH:54]=3)[CH2:33][CH2:34][C:35]3[CH:43]=[C:39]([NH:40][C:41]=1[N:42]=2)[CH:38]=[CH:37][C:36]=3[NH:44][C:45](=[O:53])[CH2:46][C@H:47]1[CH2:52][CH2:51][CH2:50][NH:49][CH2:48]1.[C:55](Cl)(=[O:62])[C:56]1[CH:61]=[CH:60][CH:59]=[CH:58][CH:57]=1>>[F:1][C:2]([F:7])([F:6])[C:3]([OH:5])=[O:4].[F:8][C:9]([F:14])([F:13])[C:10]([OH:12])=[O:11].[C:55]([N:49]1[CH2:50][CH2:51][CH2:52][C@H:47]([CH2:46][C:45]([NH:44][C:36]2[CH:37]=[CH:38][C:39]3[NH:40][C:41]4[N:42]=[C:26]([NH:27][C:28]5[CH:29]=[N:30][CH:31]=[C:32]([CH:54]=5)[CH2:33][CH2:34][C:35]=2[CH:43]=3)[N:25]=[CH:24][C:23]=4[Cl:22])=[O:53])[CH2:48]1)(=[O:62])[C:56]1[CH:61]=[CH:60][CH:59]=[CH:58][CH:57]=1 |f:0.1.2.3,5.6.7|. Procedure: The desired compound was prepared according to the procedure of Example D94 using N-[6-chloro-2,4,8,18,22-pentaazatetracyclo[14.3.1.1(3,7).1(9,13)]docosa-1(20),3(22),4,6,9(21),10,12,16,18-nonaen-12-yl]-2-[(3R)-piperidin-3-yl]acetamide tris(trifluoroacetate) and benzoyl chloride as the starting materials in 51% yield. LCMS for C31H31ClN7O2 (M+H)+: m/z=568.0.